Dataset: the Open Reaction Database (ORD), a public repository of structured organic reaction records. Task: describe an organic reaction: reactants, conditions, products, and yield Starting materials: Cl (hydrochloric acid), C(C)OC(C1=C(C=C(C=C1)OCC1=CC=CC=C1)Cl)=O (4-benzyloxy-2-chloro-benzoic acid ethyl ester), [OH-].[Na+] (sodium hydroxide), CO (methanol). Solvent: O (water). Product: C(C1=CC=CC=C1)OC1=CC(=C(C(=O)O)C=C1)Cl (4-benzyloxy-2-chloro-benzoic acid). Yield: 53.1%. As a reaction SMILES: C([O:3][C:4](=[O:20])[C:5]1[CH:10]=[CH:9][C:8]([O:11][CH2:12][C:13]2[CH:18]=[CH:17][CH:16]=[CH:15][CH:14]=2)=[CH:7][C:6]=1[Cl:19])C.[OH-].[Na+].CO.Cl>O>[CH2:12]([O:11][C:8]1[CH:9]=[CH:10][C:5]([C:4]([OH:20])=[O:3])=[C:6]([Cl:19])[CH:7]=1)[C:13]1[CH:14]=[CH:15][CH:16]=[CH:17][CH:18]=1 |f:1.2|. Procedure details: 17.7 g (60.9 mmol) of 4-benzyloxy-2-chloro-benzoic acid ethyl ester and 4.87 g (122 mmol) of sodium hydroxide were added to a mixed solvent consisting of 180 mL of methanol and 18 mL of water followed by refluxing for 6 hours. After cooling, concentrated hydrochloric acid was added to bring to a pH of 5 followed by filtering out the precipitate. The precipitate was washed with water and dried to obtain 8.5 g of a white solid. Reactants: C#CCO, CCNCC, CN1Cc2c(I)ncn2-c2cccc(Cl)c2C1=O, [Cu]I. The product is CN1Cc2c(C#CCO)ncn2-c2cccc(Cl)c2C1=O. Reaction SMILES: [CH2:19]([C:20]#[CH:21])[OH:22].[CH2:23]([NH:24][CH2:25][CH3:26])[CH3:27].[Cl:1][c:2]1[cH:3][cH:4][cH:5][c:6]2[c:7]1[C:8](=[O:18])[N:9]([CH3:17])[CH2:10][c:11]1[n:12]-2[cH:13][n:14][c:15]1[I:16].[Cu:28][I:29]>>[Cl:1][c:2]1[cH:3][cH:4][cH:5][c:6]2[c:7]1[C:8](=[O:18])[N:9]([CH3:17])[CH2:10][c:11]1[n:12]-2[cH:13][n:14][c:15]1[C:21]#[C:20][CH2:19][OH:22]. Yield: 67.4%. As a reaction SMILES: [Cl:1][C:2]1[CH:7]=[C:6]([F:8])[CH:5]=[CH:4][C:3]=1[O:9][CH3:10].CO[CH2:13][Cl:14].O>ClCCl.[Ti](Cl)(Cl)(Cl)Cl>[Cl:1][C:2]1[C:3]([O:9][CH3:10])=[CH:4][C:5]([CH2:13][Cl:14])=[C:6]([F:8])[CH:7]=1. Solvent: ClCCl (dichloromethane), [Ti](Cl)(Cl)(Cl)Cl (titanium tetrachloride). Reaction conditions: time 5 hour. The product is ClC1=CC(=C(CCl)C=C1OC)F (4-chloro-2-fluoro-5-methoxybenzyl chloride). Procedure: 17.6 g (0.11 mol) of 2-chloro-4-fluoroanisole was dissolved in a dichloromethane solution of 1N titanium tetrachloride, and 88.3 g (1.10 mol) of methoxymethyl chloride was dropwise added thereto at room temperature, followed by stirring at room temperature for 5 hours. after completion of the reaction, the reaction solution was poured into water, followed by stirring at room temperature for 2 hours, and then the aqueous phase was removed. The organic layer was dried over anhydrous magnesium sulf... Starting materials: ClC1=C(C=CC(=C1)F)OC (2-chloro-4-fluoroanisole), COCCl (methoxymethyl chloride), O (water). The reactants are [Al+3], CCCc1ccc(C2CCC(CCc3ccccc3)CC2)cc1, ClCCl, [Cl-], [Cl-], [Cl-], O=C(Cl)C(=O)Cl, O. Yields the product CCCc1ccc(C2CCC(CCc3ccc(C(=O)Cl)cc3)CC2)cc1. As a reaction SMILES: [Al+3:25].[CH2:1]([CH2:2][CH3:3])[c:4]1[cH:5][cH:6][c:7]([CH:10]2[CH2:11][CH2:12][CH:13]([CH2:16][CH2:17][c:18]3[cH:19][cH:20][cH:21][cH:22][cH:23]3)[CH2:14][CH2:15]2)[cH:8][cH:9]1.[CH2:35]([Cl:36])[Cl:37].[Cl-:24].[Cl-:26].[Cl-:27].[Cl:28][C:29](=[O:30])[C:31]([Cl:32])=[O:33].[OH2:34]>>[CH2:1]([CH2:2][CH3:3])[c:4]1[cH:5][cH:6][c:7]([CH:10]2[CH2:11][CH2:12][CH:13]([CH2:16][CH2:17][c:18]3[cH:19][cH:20][c:21]([C:29]([Cl:28])=[O:30])[cH:22][cH:23]3)[CH2:14][CH2:15]2)[cH:8][cH:9]1. Starting materials: N1=CC=C(C=C1)C(=O)C1CC1 (cyclopropyl 4-pyridinyl ketone), N1C=NC=C1 (imidazole). The product is N1=CC=C(C=C1)C=1C=2N(C=CC1)C=CN2 (8-(4-Pyridinyl)imidazo[1,2-a]pyridine). RXN SMILES: [N:1]1[CH:6]=[CH:5][C:4]([C:7]([CH:9]2[CH2:11][CH2:10]2)=O)=[CH:3][CH:2]=1.[NH:12]1[CH:16]=[CH:15][N:14]=[CH:13]1>>[N:1]1[CH:2]=[CH:3][C:4]([C:7]2[C:13]3[N:12]([CH:16]=[CH:15][N:14]=3)[CH:10]=[CH:11][CH:9]=2)=[CH:5][CH:6]=1. Procedure: Combine 15 g (0.10 mol) of cyclopropyl 4-pyridinyl ketone with 30 g (0.44 mol) of imidazole and heat to 180°-200° C. for 24 hr. Isolation from 200 g silica gel using 5% methanol/methylene chloride followed by crystallization from ether provides the title compound. Reactants: Brc1cn[nH]c1, C[Si](C)(C)CCOCCl, [K+], [K+], O=C([O-])[O-], CN(C)C=O. The product is C[Si](C)(C)CCOCn1cc(Br)cn1. As a reaction SMILES: [Br:1][c:2]1[cH:3][n:4][nH:5][cH:6]1.[CH3:13][Si:14]([CH2:15][CH2:16][O:17][CH2:18][Cl:19])([CH3:20])[CH3:21].[K+:7].[K+:8].[O-:9][C:10]([O-:11])=[O:12].[O:22]=[CH:23][N:24]([CH3:25])[CH3:26]>>[Br:1][c:2]1[cH:3][n:4][n:5]([CH2:18][O:17][CH2:16][CH2:15][Si:14]([CH3:13])([CH3:20])[CH3:21])[cH:6]1. The reactants are Cl.CONC (N-methoxy-N-methylamine hydrochloride), [Cl-].C[Al+]C (dimethylaluminum chloride), ClC1=CC=C(C=C1)CC(C(=O)OC)C1=CC(=CC=C1)F (methyl 3-(4-chlorophenyl)-2-(3-fluorophenyl)propionate). As a reaction SMILES: Cl.[CH3:2][O:3][NH:4][CH3:5].[Cl-].C[Al+]C.[Cl:10][C:11]1[CH:16]=[CH:15][C:14]([CH2:17][CH:18]([C:23]2[CH:28]=[CH:27][CH:26]=[C:25]([F:29])[CH:24]=2)[C:19](OC)=[O:20])=[CH:13][CH:12]=1>C(Cl)Cl>[CH3:2][O:3][N:4]([CH3:5])[C:19](=[O:20])[CH:18]([C:23]1[CH:28]=[CH:27][CH:26]=[C:25]([F:29])[CH:24]=1)[CH2:17][C:14]1[CH:13]=[CH:12][C:11]([Cl:10])=[CH:16][CH:15]=1 |f:0.1,2.3|. Conditions: time 1 hour. Procedure details: To a suspension N-methoxy-N-methylamine hydrochloride (2.0 g, 21 mmol) in 50 mL CH2Cl2 at 0° C. was added dimethylaluminum chloride (1 M in hexane, 21 mL, 21 mmol). After stirring at room temperature for 1 h, a solution of methyl 3-(4-chlorophenyl)-2-(3-fluorophenyl)propionate (Step A, 2.0 g, 10 mmol) in CH2Cl2 (10 mL) was added, and the resulting mixture was stirred overnight. The reaction mixture was quenched by addition of MeOH (5 mL), and the resulting mixture was concentrated with silica ge... Yields the product CON(C(C(CC1=CC=C(C=C1)Cl)C1=CC(=CC=C1)F)=O)C (N-Methoxy-N-methyl-3-(4-chlorophenyl)-2-(3-fluorophenyl)propanamide). Run in C(Cl)Cl (CH2Cl2), C(Cl)Cl (CH2Cl2).